This data is from the Open Reaction Database (ORD), a public repository of structured organic reaction records. The task is: describe an organic reaction: reactants, conditions, products, and yield The reactants are [Br-].CC1(C=2C=CC(=CC2C(CC1)(C)C)C(C)[P+](C1=CC=CC=C1)(C1=CC=CC=C1)C1=CC=CC=C1)C ([1-(5,6,7,8-tetrahydro-5,5,8,8-tetramethyl-2-naphthyl)ethyl]-triphenylphosphonium bromide), C(C)(C)C1=CC=C(C=O)C=C1 (4-isopropyl-benzaldehyde). The product is C(C)(C)C1=CC=C(/C=C(\C)/C=2C=C3C(CCC(C3=CC2)(C)C)(C)C)C=C1 (6-[(E)-p-isopropyl-α-methylstyryl]-1,2,3,4-tetrahydro-1,1,4,4-tetramethylnaphthalene). As a reaction SMILES: [Br-].[CH3:2][C:3]1([CH3:36])[CH2:12][CH2:11][C:10]([CH3:14])([CH3:13])[C:9]2[CH:8]=[C:7]([CH:15]([P+](C3C=CC=CC=3)(C3C=CC=CC=3)C3C=CC=CC=3)[CH3:16])[CH:6]=[CH:5][C:4]1=2.[CH:37]([C:40]1[CH:47]=[CH:46][C:43]([CH:44]=O)=[CH:42][CH:41]=1)([CH3:39])[CH3:38]>>[CH:37]([C:40]1[CH:47]=[CH:46][C:43](/[CH:44]=[C:15](/[C:7]2[CH:8]=[C:9]3[C:4](=[CH:5][CH:6]=2)[C:3]([CH3:36])([CH3:2])[CH2:12][CH2:11][C:10]3([CH3:13])[CH3:14])\[CH3:16])=[CH:42][CH:41]=1)([CH3:39])[CH3:38] |f:0.1|. Reported procedure: In a manner analogous to that described in Example 1, from [1-(5,6,7,8-tetrahydro-5,5,8,8-tetramethyl-2-naphthyl)ethyl]-triphenylphosphonium bromide and 4-isopropyl-benzaldehyde there can be obtained 6-[(E)-p-isopropyl-α-methylstyryl]-1,2,3,4-tetrahydro-1,1,4,4-tetramethylnaphthalene of melting point 86°-87° C. The reactants are N1=CC(=CC=C1)NC(=S)N (pyrid-3-yl-thiourea), C(C1=CC=CC=C1)(C1=CC=CC=C1)OC(=O)C=1N2C(C(C2SCC1C=CN(C)C)NC(=O)OC(C)(C)C)=O (2-benzhydryloxycarbonyl-7-t-butoxycarbonylamino-3-(2-dimethylamino-vinyl)-8-oxo-5-thia-1-azabicyclo[4.2.0]oct-2-ene), BrBr (bromine). The solvent is O (water), O1CCCC1 (tetrahydrofuran), O1CCCC1 (tetrahydrofuran), C(Cl)Cl (methylene chloride). Conditions: time 10 minute. Yields the product C(C1=CC=CC=C1)(C1=CC=CC=C1)OC(=O)C=1N2C(C(C2SCC1C1=CN=C(S1)NC=1C=NC=CC1)NC(=O)OC(C)(C)C)=O (2-Benzhydryloxycarbonyl-7-t-butoxycarbonylamino-3-[2-(pyrid-3-yl-amino)-thiazol-5-yl]-8-oxo-5-thia-1-azabicyclo[4.2.0]oct-2-ene). Reaction SMILES: BrBr.[CH:3]([O:16][C:17]([C:19]1[N:20]2[CH:23]([S:24][CH2:25][C:26]=1[CH:27]=[CH:28]N(C)C)[CH:22]([NH:32][C:33]([O:35][C:36]([CH3:39])([CH3:38])[CH3:37])=[O:34])[C:21]2=[O:40])=[O:18])([C:10]1[CH:15]=[CH:14][CH:13]=[CH:12][CH:11]=1)[C:4]1[CH:9]=[CH:8][CH:7]=[CH:6][CH:5]=1.[N:41]1[CH:46]=[CH:45][CH:44]=[C:43]([NH:47][C:48]([NH2:50])=[S:49])[CH:42]=1>C(Cl)Cl.O1CCCC1.O>[CH:3]([O:16][C:17]([C:19]1[N:20]2[CH:23]([S:24][CH2:25][C:26]=1[C:27]1[S:49][C:48]([NH:47][C:43]3[CH:42]=[N:41][CH:46]=[CH:45][CH:44]=3)=[N:50][CH:28]=1)[CH:22]([NH:32][C:33]([O:35][C:36]([CH3:38])([CH3:37])[CH3:39])=[O:34])[C:21]2=[O:40])=[O:18])([C:4]1[CH:5]=[CH:6][CH:7]=[CH:8][CH:9]=1)[C:10]1[CH:15]=[CH:14][CH:13]=[CH:12][CH:11]=1. Procedure details: A solution of bromine (35.96 g) in dry methylene chloride (40 cc) is added dropwise to a solution, cooled to -75° C., of 2-benzhydryloxycarbonyl-7-t-butoxycarbonylamino-3-(2-dimethylamino-vinyl)-8-oxo-5-thia-1-azabicyclo[4.2.0]oct-2-ene, E-form, (107.1 g) in dry tetrahydrofuran (600 cc). The mixture is stirred at this temperature for 10 minutes and pyrid-3-yl-thiourea (30.64 g) dissolved in a mixture (400 cc) of water and tetrahydrofuran (50:50 by volume) is then added. The cooling bath is remov... The product is CC(=O)c1ncc(N2CCCCC2)s1. RXN SMILES: [Br:1][c:2]1[cH:3][n:4][c:5]([C:7]([CH3:8])=[O:9])[s:6]1.[CH2:10]1[CH2:11][CH2:12][NH:13][CH2:14][CH2:15]1.[CH3:16][S:17]([CH3:18])=[O:19]>>[c:2]1([N:13]2[CH2:12][CH2:11][CH2:10][CH2:15][CH2:14]2)[cH:3][n:4][c:5]([C:7]([CH3:8])=[O:9])[s:6]1. The reactants are CC(=O)c1ncc(Br)s1, C1CCNCC1, CS(C)=O. Reactants: O=C([O-])O, Cl, O=N[O-], CCCc1ccc(N)cn1, [Na+], [Na+], O. The product is CCCc1ccc(O)cn1. As a reaction SMILES: [C:15](=[O:16])([O-:17])[OH:18].[ClH:20].[N:11](=[O:12])[O-:13].[NH2:1][c:2]1[cH:3][cH:4][c:5]([CH2:8][CH2:9][CH3:10])[n:6][cH:7]1.[Na+:14].[Na+:19].[OH2:21]>>[c:2]1([OH:12])[cH:3][cH:4][c:5]([CH2:8][CH2:9][CH3:10])[n:6][cH:7]1. Starting materials: C#CCCl, Oc1cccnc1Cl, [K+], CN(C)C=O, [OH-], O. Yields the product CC#COc1cccnc1Cl. Reaction SMILES: [CH2:11]([C:12]#[CH:13])[Cl:14].[Cl:1][c:2]1[n:3][cH:4][cH:5][cH:6][c:7]1[OH:8].[K+:10].[O:16]=[CH:17][N:18]([CH3:19])[CH3:20].[OH-:9].[OH2:15]>>[Cl:1][c:2]1[n:3][cH:4][cH:5][cH:6][c:7]1[O:8][C:11]#[C:12][CH3:13]. Starting materials: ClC1=NC(=NC=C1C#N)C1=CC=C(C=C1)OCCCCCC (4-chloro-5-cyano-2-(4-n-hexyloxyphenyl)-pyrimidine). Reagents/catalysts: [Zn] (zinc). The solvent is O1CCOCC1 (dioxane). Product: C(#N)C=1C=NC(=NC1)C1=CC=C(C=C1)OCCCCCC (5-cyano-2-(4-n-hexyloxyphenyl)-pyrimidine). As a reaction SMILES: Cl[C:2]1[C:7]([C:8]#[N:9])=[CH:6][N:5]=[C:4]([C:10]2[CH:15]=[CH:14][C:13]([O:16][CH2:17][CH2:18][CH2:19][CH2:20][CH2:21][CH3:22])=[CH:12][CH:11]=2)[N:3]=1>[Zn].O1CCOCC1>[C:8]([C:7]1[CH:6]=[N:5][C:4]([C:10]2[CH:15]=[CH:14][C:13]([O:16][CH2:17][CH2:18][CH2:19][CH2:20][CH2:21][CH3:22])=[CH:12][CH:11]=2)=[N:3][CH:2]=1)#[N:9]. Reported procedure: 3.0 G. of 4-chloro-5-cyano-2-(4-n-hexyloxyphenyl)-pyrimidine are reacted in 125 ml. of 50% dioxane with 11.0 g. of pre-treated zinc dust and worked up after the reaction in manner analogous to that described in Example 13. There is obtained 5-cyano-2-(4-n-hexyloxyphenyl)-pyrimidine as colorless crystals having a melting point of 93.5°-93.8° C. (smectic); nematic at 121.2° C; clearing point 134.0° C. Starting materials: NC(Cc1ccccc1)C(=O)O, Cc1ccc(C(=O)Cl)cc1. The product is Cc1ccc(C(=O)NC(Cc2ccccc2)C(=O)O)cc1. Reaction SMILES: [NH2:1][CH:2]([CH2:3][c:4]1[cH:5][cH:6][cH:7][cH:8][cH:9]1)[C:10]([OH:11])=[O:12].[c:13]1([CH3:22])[cH:14][cH:15][c:16]([C:19](=[O:20])[Cl:21])[cH:17][cH:18]1>>[NH:1]([CH:2]([CH2:3][c:4]1[cH:5][cH:6][cH:7][cH:8][cH:9]1)[C:10]([OH:11])=[O:12])[C:19]([c:16]1[cH:15][cH:14][c:13]([CH3:22])[cH:18][cH:17]1)=[O:20]. Product: Ic1c(-c2ccccc2)nn2c(NC3CCCC3)ncnc12. As a reaction SMILES: [CH:1]1([NH:6][c:7]2[n:8][cH:9][n:10][c:11]3[n:12]2[n:13][c:14](-[c:16]2[cH:17][cH:18][cH:19][cH:20][cH:21]2)[cH:15]3)[CH2:2][CH2:3][CH2:4][CH2:5]1.[Cl:30][CH2:31][Cl:32].[I:22][N:23]1[C:24](=[O:25])[CH2:26][CH2:27][C:28]1=[O:29]>>[CH:1]1([NH:6][c:7]2[n:8][cH:9][n:10][c:11]3[n:12]2[n:13][c:14](-[c:16]2[cH:17][cH:18][cH:19][cH:20][cH:21]2)[c:15]3[I:22])[CH2:2][CH2:3][CH2:4][CH2:5]1. Starting materials: c1ccc(-c2cc3ncnc(NC4CCCC4)n3n2)cc1, ClCCl, O=C1CCC(=O)N1I. The reactants are NC=1C2=C(N=C(N1)C1=NN(C3=CC(=CC=C13)Cl)CCC(C(F)(F)F)(F)F)NC(C2(C(=O)NN)C)=O (4-amino-2-[6-chloro-1-(3,3,4,4,4-pentafluorobutyl)-1H-indazol-3-yl]-5-methyl-6-oxo-6,7-dihydro-5H-pyrrolo[2,3-d]pyrimidine-5-carbohydrazide), C(=O)(C(F)(F)F)O (TFA), N(=O)OC(C)(C)C (t-Butyl nitrite). Run in C1CCOC1 (THF). Reaction conditions: temperature 0 celsius. The product is NC=1C2=C(N=C(N1)C1=NN(C3=CC(=CC=C13)Cl)CCC(C(F)(F)F)(F)F)NC(C2(C(=O)N=[N+]=[N-])C)=O (4-amino-2-[6-chloro-1-(3,3,4,4,4-pentafluorobutyl)-1H-indazol-3-yl]-5-methyl-6-oxo-6,7-dihydro-5H-pyrrolo[2,3-d]pyrimidine-5-carbonyl azide). As a reaction SMILES: [N:1](OC(C)(C)C)=O.[NH2:8][C:9]1[C:10]2[C:36]([CH3:41])([C:37]([NH:39][NH2:40])=[O:38])[C:35](=[O:42])[NH:34][C:11]=2[N:12]=[C:13]([C:15]2[C:23]3[C:18](=[CH:19][C:20]([Cl:24])=[CH:21][CH:22]=3)[N:17]([CH2:25][CH2:26][C:27]([F:33])([F:32])[C:28]([F:31])([F:30])[F:29])[N:16]=2)[N:14]=1.C(O)(C(F)(F)F)=O>C1COCC1>[NH2:8][C:9]1[C:10]2[C:36]([CH3:41])([C:37]([N:39]=[N+:40]=[N-:1])=[O:38])[C:35](=[O:42])[NH:34][C:11]=2[N:12]=[C:13]([C:15]2[C:23]3[C:18](=[CH:19][C:20]([Cl:24])=[CH:21][CH:22]=3)[N:17]([CH2:25][CH2:26][C:27]([F:32])([F:33])[C:28]([F:30])([F:29])[F:31])[N:16]=2)[N:14]=1. Procedure: t-Butyl nitrite (0.34 mL, 2.89 mmol) was added dropwise to a THF (3.5 mL) solution containing the intermediate from Step A above (300 mg, 0.578 mmol) and TFA (50 μL, 0.636 mmol) cooled to 0° C. After 50 min. the solution was carefully concentrated in vacuo (temperature <30° C.) to give the title compound as a solid which was used without further purification. m/z 502.0 (M−N2+H).